This data is from the Open Reaction Database (ORD), a public repository of structured organic reaction records. The task is: describe an organic reaction: reactants, conditions, products, and yield Starting materials: C[O-].[Na+] (sodium methylate), ClC1=NC(=NC(=C1OC(F)F)F)NC (4-chlorodifluoromethoxy-6-fluoro-2-methylaminopyrimidine). Solvent: CO (methanol). Reaction conditions: temperature 0 celsius, time 1 hour. The product is ClC1=NC(=NC(=C1OC(F)F)OC)NC (4-Chlorodifluoromethoxy-2-methylamino-6-methoxypyrimidine). RXN SMILES: [CH3:1][O-:2].[Na+].[Cl:4][C:5]1[C:10]([O:11][CH:12]([F:14])[F:13])=[C:9](F)[N:8]=[C:7]([NH:16][CH3:17])[N:6]=1>CO>[Cl:4][C:5]1[C:10]([O:11][CH:12]([F:14])[F:13])=[C:9]([O:2][CH3:1])[N:8]=[C:7]([NH:16][CH3:17])[N:6]=1 |f:0.1|. Procedure details: 4.7 g (0.026 mol) of 30% strength sodium methylate were added to 6.0 g (0.0263 mol) of 4-chlorodifluoromethoxy-6-fluoro-2-methylaminopyrimidine in 100 ml of methanol in the course of 10 minutes while stirring at 0° C. Stirring was continued for 1 hour at 0° C. and for 1 hour at 25° C. Conventional working up gave 6.3 g (100% of theory) of the title compound of melting point 49°-53° C. Reactants: CCN(C(C)C)C(C)C, Nc1nc(Cl)ncc1-c1nnn[nH]1, NCc1ccccc1, C1COCCO1. Yields the product Nc1nc(NCc2ccccc2)ncc1-c1nnn[nH]1. RXN SMILES: [CH:14]([N:15]([CH2:16][CH3:17])[CH:18]([CH3:19])[CH3:20])([CH3:21])[CH3:22].[Cl:1][c:2]1[n:3][cH:4][c:5](-[c:9]2[n:10][n:11][n:12][nH:13]2)[c:6]([NH2:8])[n:7]1.[NH2:23][CH2:24][c:25]1[cH:26][cH:27][cH:28][cH:29][cH:30]1.[O:31]1[CH2:32][CH2:33][O:34][CH2:35][CH2:36]1>>[c:2]1([NH:23][CH2:24][c:25]2[cH:26][cH:27][cH:28][cH:29][cH:30]2)[n:3][cH:4][c:5](-[c:9]2[n:10][n:11][n:12][nH:13]2)[c:6]([NH2:8])[n:7]1. The reactants are CS(=O)(=O)OCCCN1C(NC2=C1C(=CC=C2)Cl)=O (3-(7-chloro-2,3-dihydro-2-oxo-1H-benzimidazol-1-yl)propyl methanesulfonate), Cl.FC1=CC=C(C=C1)C(=O)C1CCNCC1 ((4-fluorophenyl) (4-piperidinyl) methanone hydrochloride), C([O-])([O-])=O.[Na+].[Na+] (sodium carbonate). The solvent is CN(C=O)C (N,N-dimethylformamide). Run at temperature 55 celsius, time 6 hour. Yields the product ClC1=CC=CC=2NC(N(C21)CCCN2CCC(CC2)C(C2=CC=C(C=C2)F)=O)=O (4-chloro-3-{3-[4-(4-fluorobenzoyl)-1-piperidinyl]-propyl}-1,3-dihydro-2H-benzimidazol-2-one). Yield: 18.0%. As a reaction SMILES: CS(O[CH2:6][CH2:7][CH2:8][N:9]1[C:13]2[C:14]([Cl:18])=[CH:15][CH:16]=[CH:17][C:12]=2[NH:11][C:10]1=[O:19])(=O)=O.Cl.[F:21][C:22]1[CH:27]=[CH:26][C:25]([C:28]([CH:30]2[CH2:35][CH2:34][NH:33][CH2:32][CH2:31]2)=[O:29])=[CH:24][CH:23]=1.C(=O)([O-])[O-].[Na+].[Na+]>CN(C)C=O>[Cl:18][C:14]1[C:13]2[N:9]([CH2:8][CH2:7][CH2:6][N:33]3[CH2:34][CH2:35][CH:30]([C:28](=[O:29])[C:25]4[CH:24]=[CH:23][C:22]([F:21])=[CH:27][CH:26]=4)[CH2:31][CH2:32]3)[C:10](=[O:19])[NH:11][C:12]=2[CH:17]=[CH:16][CH:15]=1 |f:1.2,3.4.5|. Reported procedure: A mixture of 4.4 parts of 3-(7-chloro-2,3-dihydro-2-oxo-1H-benzimidazol-1-yl)propyl methanesulfonate, 3.4 parts of (4-fluorophenyl) (4-piperidinyl) methanone hydrochloride, 5 parts of sodium carbonate and 45 parts of N,N-dimethylformamide is stirred for 6 hours at 50-60° C. The reaction mixture is cooled and poured onto water. The product is extracted with 4-methyl-2-pentanone. The extract is dried, filtered and evaporated. The residue is purified by column-chromatography over silica gel using a... Starting materials: CC(C)C(c1cccc(C(=O)NC(C)(C)C)c1)N1CCNCC1, CCN(C(C)C)C(C)C, CCCP(=O)(O)O, ClCCl, Nc1ccc(C(=O)O)cc1F. Yields the product CC(C)C(c1cccc(C(=O)NC(C)(C)C)c1)N1CCN(C(=O)c2ccc(N)c(F)c2)CC1. RXN SMILES: [C:1]([CH3:2])([CH3:3])([CH3:4])[NH:5][C:6]([c:7]1[cH:8][c:9]([CH:13]([CH:14]([CH3:15])[CH3:16])[N:17]2[CH2:18][CH2:19][NH:20][CH2:21][CH2:22]2)[cH:10][cH:11][cH:12]1)=[O:23].[CH2:35]([N:36]([CH:37]([CH3:38])[CH3:39])[CH:40]([CH3:41])[CH3:42])[CH3:43].[CH2:44]([P:45]([OH:46])(=[O:47])[OH:48])[CH2:49][CH3:50].[Cl:51][CH2:52][Cl:53].[NH2:24][c:25]1[c:26]([F:34])[cH:27][c:28]([C:29](=[O:30])[OH:31])[cH:32][cH:33]1>>[C:1]([CH3:2])([CH3:3])([CH3:4])[NH:5][C:6]([c:7]1[cH:8][c:9]([CH:13]([CH:14]([CH3:15])[CH3:16])[N:17]2[CH2:18][CH2:19][N:20]([C:29]([c:28]3[cH:27][c:26]([F:34])[c:25]([NH2:24])[cH:33][cH:32]3)=[O:30])[CH2:21][CH2:22]2)[cH:10][cH:11][cH:12]1)=[O:23]. Starting materials: C(=O)(O)[O-].[Na+] (NaHCO3), FC1(CCN(CC1)CC=1C=C(C=CC1)N(NC(=O)OC(C)(C)C)C(=O)OC(C)(C)C)F (Di-tert-butyl 1-{3-[(4,4-difluoropiperidin-1-yl)methyl]phenyl}hydrazine-1,2-dicarboxylate), C(C(C)(C)C)(=O)CC#N (pivaloyl acetonitrile), Cl (HCl). Run in C(C)O (ethanol). Yields the product C(C)(C)(C)C=1C=C(N(N1)C1=CC(=CC=C1)CN1CCC(CC1)(F)F)N (5-tert-Butyl-2-[3-(4,4-difluoro-piperidin-1-ylmethyl)-phenyl]-2H-pyrazol-3-ylamine). The yield is 43.9%. As a reaction SMILES: [F:1][C:2]1([F:31])[CH2:7][CH2:6][N:5]([CH2:8][C:9]2[CH:10]=[C:11]([N:15](C(OC(C)(C)C)=O)[NH:16]C(OC(C)(C)C)=O)[CH:12]=[CH:13][CH:14]=2)[CH2:4][CH2:3]1.[C:32]([CH2:38][C:39]#[N:40])(=O)[C:33]([CH3:36])([CH3:35])[CH3:34].Cl.C([O-])(O)=O.[Na+]>C(O)C>[C:33]([C:32]1[CH:38]=[C:39]([NH2:40])[N:15]([C:11]2[CH:12]=[CH:13][CH:14]=[C:9]([CH2:8][N:5]3[CH2:4][CH2:3][C:2]([F:31])([F:1])[CH2:7][CH2:6]3)[CH:10]=2)[N:16]=1)([CH3:36])([CH3:35])[CH3:34] |f:3.4|. Reported procedure: A mixture of Intermediate 12b (1.30 g, 2.94 mmol), pivaloyl acetonitrile (0.37 g, 2.94 mmol), and concentrated HCl (1.5 mL) in ethanol (10 mL) was heated under reflux for 3 h. The cooled mixture was taken to ca. pH 7 with aqueous saturated NaHCO3, and the mixture partitioned between water (15 mL) and EtOAc (3×15 mL). The combined organic extracts were washed with brine (20 mL) and dried (Na2SO4). The solvent was evaporated, and the residue purified by FCC, eluting with 0-100% EtOAc in pentane, t... Procedure: 3-(N-isopropylaminocarbonyl)benzene boronic acid (0.99 g, 0.48 mmol) and 1.27M aqueous potassium phosphate solution (0.591 ml, 0.75 mmol) are stirred in 1,4-dioxane (1 ml), under an inert atmosphere of argon for 15 minutes. Separately, 3-Bromo-1-methyl-1H-pyrazolo[3,4-d]pyrimidin-6-ylamine (Intermediate 3) (0.1 g, 0.44 mmol), PCy3 (4 mg, 0.012 mmol) and Pd2(dba)3 (5 mg, 0.005 mmol) are stirred in 1,4-dioxane (1 ml) before being added to the boronic acid solution. The reaction mixture is heated t... Reaction conditions: temperature 100 celsius. The solvent is O1CCOCC1 (1,4-dioxane), O1CCOCC1 (1,4-dioxane). Reagents/catalysts: C=1C=CC(=CC1)/C=C/C(=O)/C=C/C2=CC=CC=C2.C=1C=CC(=CC1)/C=C/C(=O)/C=C/C2=CC=CC=C2.C=1C=CC(=CC1)/C=C/C(=O)/C=C/C2=CC=CC=C2.[Pd].[Pd] (Pd2(dba)3). Starting materials: C(C)(C)NC(=O)C=1C=C(C=CC1)B(O)O (3-(N-isopropylaminocarbonyl)benzene boronic acid), P(=O)([O-])([O-])[O-].[K+].[K+].[K+] (potassium phosphate), BrC1=NN(C2=NC(=NC=C21)N)C (3-Bromo-1-methyl-1H-pyrazolo[3,4-d]pyrimidin-6-ylamine), BrC1=NN(C2=NC(=NC=C21)N)C (3-Bromo-1-methyl-1H-pyrazolo[3,4-d]pyrimidin-6-ylamine), C1(CCCCC1)P(C1CCCCC1)C1CCCCC1 (PCy3), B(O)O (boronic acid). Yields the product NC1=NC=C2C(=N1)N(N=C2C=2C=C(C(=O)NC(C)C)C=CC2)C (3-(6-Amino-1-methyl-1H-pyrazolo[3,4-d]pyrimidin-3-yl)-N-isopropyl-benzamide). RXN SMILES: [CH:1]([NH:4][C:5]([C:7]1[CH:8]=[C:9](B(O)O)[CH:10]=[CH:11][CH:12]=1)=[O:6])([CH3:3])[CH3:2].P([O-])([O-])([O-])=O.[K+].[K+].[K+].Br[C:25]1[C:33]2[C:28](=[N:29][C:30]([NH2:34])=[N:31][CH:32]=2)[N:27]([CH3:35])[N:26]=1.C1(P(C2CCCCC2)C2CCCCC2)CCCCC1.B(O)O>O1CCOCC1.C1C=CC(/C=C/C(/C=C/C2C=CC=CC=2)=O)=CC=1.C1C=CC(/C=C/C(/C=C/C2C=CC=CC=2)=O)=CC=1.C1C=CC(/C=C/C(/C=C/C2C=CC=CC=2)=O)=CC=1.[Pd].[Pd]>[NH2:34][C:30]1[N:29]=[C:28]2[N:27]([CH3:35])[N:26]=[C:25]([C:9]3[CH:8]=[C:7]([CH:12]=[CH:11][CH:10]=3)[C:5]([NH:4][CH:1]([CH3:3])[CH3:2])=[O:6])[C:33]2=[CH:32][N:31]=1 |f:1.2.3.4,9.10.11.12.13|. Starting materials: C(C1=CC=CC=C1)OC=1C=C(C=CC1[N+](=O)[O-])\C=C(/C(C)=O)\C1=CC=CC=C1 ((Z) -4-(3-benzyloxy-4-nitrophenyl)-3-phenyl-but-3-en-2-one). Reagents/catalysts: [Pt] (platinum on carbon). Run in CCOC(=O)C (EtOAc). Run at time 18 hour. Product: NC1=C(C=C(C=C1)\C=C(/C(C)=O)\C1=CC=CC=C1)OCC1=CC=CC=C1 ((Z) -4-(4-Amino-3-benzyloxyphenyl)-3-phenyl-but-3-en-2-one). RXN SMILES: [CH2:1]([O:8][C:9]1[CH:10]=[C:11](/[CH:18]=[C:19](/[C:23]2[CH:28]=[CH:27][CH:26]=[CH:25][CH:24]=2)\[C:20](=[O:22])[CH3:21])[CH:12]=[CH:13][C:14]=1[N+:15]([O-])=O)[C:2]1[CH:7]=[CH:6][CH:5]=[CH:4][CH:3]=1>[Pt].CCOC(C)=O>[NH2:15][C:14]1[CH:13]=[CH:12][C:11](/[CH:18]=[C:19](/[C:23]2[CH:28]=[CH:27][CH:26]=[CH:25][CH:24]=2)\[C:20](=[O:22])[CH3:21])=[CH:10][C:9]=1[O:8][CH2:1][C:2]1[CH:3]=[CH:4][CH:5]=[CH:6][CH:7]=1. Procedure details: A mixture of (Z) -4-(3-benzyloxy-4-nitrophenyl)-3-phenyl-but-3-en-2-one (760 mg, 2.03 mmol), 5% platinum on carbon (114 mg) in EtOAc (10 mL) is hydrogenated at 1 atm for 18 h. The mixture is filtered through Celite, washed with EtOAc and the filtrate is concentrated. The residue is purified by flash chromatography using methylene chloride/MeOH (100:1) as eluent to give the title compound as a yellow solid. Starting materials: NC1=C(C=CC=C1)C=1NC2=CC=CC=C2C1 (2-(2-aminophenyl) indole), N1C=CC2=CC=CC=C12 (indole), NC1=C(C=CC=C1)C=1NC2=CC=CC=C2C1 (2-(2-aminophenyl) indole), C1(C=2C(C(=O)O1)=CC=CC2)=O (phthalic anhydride). Reagents/catalysts: CN(C)C=1C=CN=CC1 (DMAP). The solvent is ClCCl (dichloromethane). The product is N1C(=CC2=CC=CC=C12)C1=C(C=CC=C1)NC(C=1C(C(=O)O)=CC=CC1)=O (N-[2-(1H-indol-2-yl)-phenyl]phthalamic acid). Yield: 104.7%. RXN SMILES: [NH2:1][C:2]1[CH:7]=[CH:6][CH:5]=[CH:4][C:3]=1[C:8]1[NH:9][C:10]2[C:15]([CH:16]=1)=[CH:14][CH:13]=[CH:12][CH:11]=2.N1C2C(=CC=CC=2)C=C1.[C:26]1(=[O:36])[O:31][C:29](=[O:30])[C:28]2=[CH:32][CH:33]=[CH:34][CH:35]=[C:27]12>ClCCl.CN(C1C=CN=CC=1)C>[NH:9]1[C:10]2[C:15](=[CH:14][CH:13]=[CH:12][CH:11]=2)[CH:16]=[C:8]1[C:3]1[CH:4]=[CH:5][CH:6]=[CH:7][C:2]=1[NH:1][C:26](=[O:36])[C:27]1[C:28](=[CH:32][CH:33]=[CH:34][CH:35]=1)[C:29]([OH:31])=[O:30]. Reported procedure: A 100-mL, one-necked, round bottomed flask with a magnetic stirring bar and a septum was charged with 2-(2-aminophenyl) indole (210 mg; 1.01 mmol). The indole was dissolved in ca. 7 mL of dichloromethane to give a very pale yellow solution. DMAP (143 mg; 1.17 mmol; 1.16 equiv) and phthalic anhydride (179 mg; 1.21 mmol; 1.20 equiv) were added sequentially each dissolving completely with a resulting yellow solution. The solution was stirred at room temperature, and the reaction was followed by TLC... The reactants are C(C)(C)(C)OC(=O)N[C@@H]1[C@@H](CCCC1)C(=O)OCC (ethyl (1R,2S)-2-[(tert-butoxycarbonyl)amino]cyclohexanecarboxylate), O.[OH-].[Li+] (lithium hydroxide monohydrate). Solvent: CO (methanol), O (water). Reaction conditions: time 48 hour. Product: C(C)(C)(C)OC(=O)N[C@@H]1[C@@H](CCCC1)C(=O)O ((1R,2S)-2-[(tert-butoxycarbonyl)amino]cyclohexanecarboxylic acid). Isolated yield 93.1%. RXN SMILES: [C:1]([O:5][C:6]([NH:8][C@H:9]1[CH2:14][CH2:13][CH2:12][CH2:11][C@H:10]1[C:15]([O:17]CC)=[O:16])=[O:7])([CH3:4])([CH3:3])[CH3:2].O.[OH-].[Li+]>CO.O>[C:1]([O:5][C:6]([NH:8][C@H:9]1[CH2:14][CH2:13][CH2:12][CH2:11][C@H:10]1[C:15]([OH:17])=[O:16])=[O:7])([CH3:4])([CH3:2])[CH3:3] |f:1.2.3|. Procedure details: To 6.05 grams (22.3 mmol) of the ester of step 1 dissolved in 25 mL methanol was added 2.6 g (55.74 mmol) lithium hydroxide monohydrate dissolved in 10 mL water. The mixture was stirred for 48 hours, partitioned between ethyl acetate and 1 N HCl, dried over magnesium sulfate and concentrated to obtain 5.05 g of the crude (1R,2S)-2-[(tert-butoxycarbonyl)amino]cyclohexanecarboxylic acid.